Dataset: the Open Reaction Database (ORD), a public repository of structured organic reaction records. Task: describe an organic reaction: reactants, conditions, products, and yield Reactants: CCO, COC(=O)CC(O)CC(O)C=Cc1c(Cl)cc(Cl)cc1OCc1ccccc1, Cl, [Na+], [OH-], O. Yields the product O=C(O)CC(O)CC(O)C=Cc1c(Cl)cc(Cl)cc1OCc1ccccc1. RXN SMILES: [CH3:31][CH2:32][OH:33].[Cl:1][c:2]1[c:3]([CH:17]=[CH:18][CH:19]([CH2:20][CH:21]([CH2:22][C:23](=[O:24])[O:25][CH3:26])[OH:27])[OH:28])[c:4]([O:9][CH2:10][c:11]2[cH:12][cH:13][cH:14][cH:15][cH:16]2)[cH:5][c:6]([Cl:8])[cH:7]1.[ClH:34].[Na+:30].[OH-:29].[OH2:35]>>[Cl:1][c:2]1[c:3]([CH:17]=[CH:18][CH:19]([CH2:20][CH:21]([CH2:22][C:23](=[O:24])[OH:25])[OH:27])[OH:28])[c:4]([O:9][CH2:10][c:11]2[cH:12][cH:13][cH:14][cH:15][cH:16]2)[cH:5][c:6]([Cl:8])[cH:7]1. The reactants are ClC=1C=C(C=CC1Cl)S(=O)(=O)C1CCNCC1 (4-[(3,4-dichlorophenyl)sulfonyl]piperidine), ClC1=NC=C(C=C1)C(F)(F)F (2-chloro-5-(trifluoromethyl)pyridine). The product is ClC=1C=C(C=CC1Cl)S(=O)(=O)C1CCN(CC1)C1=NC=C(C=C1)C(F)(F)F (2-{4-[(3,4-dichlorophenyl)sulfonyl]piperidin-1-yl}-5-(trifluoromethyl)pyridine). Isolated yield 36.8%. Reaction SMILES: [Cl:1][C:2]1[CH:3]=[C:4]([S:9]([CH:12]2[CH2:17][CH2:16][NH:15][CH2:14][CH2:13]2)(=[O:11])=[O:10])[CH:5]=[CH:6][C:7]=1[Cl:8].Cl[C:19]1[CH:24]=[CH:23][C:22]([C:25]([F:28])([F:27])[F:26])=[CH:21][N:20]=1>>[Cl:1][C:2]1[CH:3]=[C:4]([S:9]([CH:12]2[CH2:17][CH2:16][N:15]([C:19]3[CH:24]=[CH:23][C:22]([C:25]([F:28])([F:27])[F:26])=[CH:21][N:20]=3)[CH2:14][CH2:13]2)(=[O:11])=[O:10])[CH:5]=[CH:6][C:7]=1[Cl:8]. Procedure details: Using the procedure from Example 7A, Step 7E, 4-[(3,4-dichlorophenyl)sulfonyl]piperidine (200 mg, 0.68 mmol) was reacted with 2-chloro-5-(trifluoromethyl)pyridine (172 mg, 0.96 mmol) to afford the title compound (110 mg), a white solid, in 37% yield. Starting materials: C(C)C1=NOC(=N1)CN1C(N(C(C2=C1C=C(S2)C2=CC=C(C=C2)F)=O)C2CCN(CC2)C(=O)OC(C)(C)C)=O (tert-butyl 4-{1-[(3-ethyl-1,2,4-oxadiazol-5-yl)methyl]-6-(4-fluorophenyl)-2,4-dioxo-1,4-dihydrothieno[3,2-d]pyrimidin-3(2H)-yl}piperidine-1-carboxylate), Cl (hydrogen chloride). Run in O1CCOCC1 (1,4 dioxane), O1CCOCC1 (1,4-dioxane). Reaction conditions: time 48 hour. Product: Cl.C(C)C1=NOC(=N1)CN1C(N(C(C2=C1C=C(S2)C2=CC=C(C=C2)F)=O)C2CCNCC2)=O (1-[(3-ethyl-1,2,4-oxadiazol-5-yl)methyl]-6-(4-fluorophenyl)-3-(piperidin-4-yl)thieno[3,2-d]pyrimidine-2,4(1H,3H)-dione hydrochloride). RXN SMILES: [CH2:1]([C:3]1[N:7]=[C:6]([CH2:8][N:9]2[C:14]3[CH:15]=[C:16]([C:18]4[CH:23]=[CH:22][C:21]([F:24])=[CH:20][CH:19]=4)[S:17][C:13]=3[C:12](=[O:25])[N:11]([CH:26]3[CH2:31][CH2:30][N:29](C(OC(C)(C)C)=O)[CH2:28][CH2:27]3)[C:10]2=[O:39])[O:5][N:4]=1)[CH3:2].[ClH:40]>O1CCOCC1>[ClH:40].[CH2:1]([C:3]1[N:7]=[C:6]([CH2:8][N:9]2[C:14]3[CH:15]=[C:16]([C:18]4[CH:19]=[CH:20][C:21]([F:24])=[CH:22][CH:23]=4)[S:17][C:13]=3[C:12](=[O:25])[N:11]([CH:26]3[CH2:31][CH2:30][NH:29][CH2:28][CH2:27]3)[C:10]2=[O:39])[O:5][N:4]=1)[CH3:2] |f:3.4|. Reported procedure: To a solution of tert-butyl 4-{1-[(3-ethyl-1,2,4-oxadiazol-5-yl)methyl]-6-(4-fluorophenyl)-2,4-dioxo-1,4-dihydrothieno[3,2-d]pyrimidin-3(2H)-yl}piperidine-1-carboxylate (360 mg, compound B65) in 1,4 dioxane (13 ml) is added a solution of hydrogen chloride in 1,4-dioxane (3 ml, 4.0 M) and the reaction mixture is stirred for 48 h at RT. Subsequently the suspension is filtered to give title compound as a solid. Starting materials: C1(CCCCC1)N(C(=O)NC=1SC(=CN1)C=O)C1CCCCC1 (1,1-dicyclohexyl-3-(5-formyl-thiazol-2-yl)-urea), C(C)(=O)O[BH-](OC(C)=O)OC(C)=O.[Na+] (sodium triacetoxyborohydride), C(C)(=O)O (acetic acid), N1CCOCC1 (morpholine). Product: C1(CCCCC1)N(C(=O)NC=1SC(=CN1)CN1CCOCC1)C1CCCCC1 (1,1-Dicyclohexyl-3-(5-morpholin-4-ylmethyl-thiazol-2-yl)-urea). The yield is 34.4%. As a reaction SMILES: [CH:1]1([N:7]([CH:18]2[CH2:23][CH2:22][CH2:21][CH2:20][CH2:19]2)[C:8]([NH:10][C:11]2[S:12][C:13]([CH:16]=O)=[CH:14][N:15]=2)=[O:9])[CH2:6][CH2:5][CH2:4][CH2:3][CH2:2]1.C(O)(=O)C.[NH:28]1[CH2:33][CH2:32][O:31][CH2:30][CH2:29]1.C(O[BH-](OC(=O)C)OC(=O)C)(=O)C.[Na+]>>[CH:18]1([N:7]([CH:1]2[CH2:6][CH2:5][CH2:4][CH2:3][CH2:2]2)[C:8]([NH:10][C:11]2[S:12][C:13]([CH2:16][N:28]3[CH2:33][CH2:32][O:31][CH2:30][CH2:29]3)=[CH:14][N:15]=2)=[O:9])[CH2:19][CH2:20][CH2:21][CH2:22][CH2:23]1 |f:3.4|. Procedure: Prepared as described in general procedure (P) using 1,1-dicyclohexyl-3-(5-formyl-thiazol-2-yl)-urea (100 mg. 0.30 mmol), acetic acid (18 μL, 0.30 mmol), morpholine (78 μL, 0.90 mmol) and sodium triacetoxyborohydride (70 mg, 0.33 mmol) to afford 42 mg (34%) of the desired product after purification. Reactants: CCCCOc1nc(-c2ccc(F)cc2)c(-c2ccc(S(C)(=O)=O)cc2)cc1CO, CI, CN(C)C=O, [H-], [Na+], O. Yields the product CCCCOc1nc(-c2ccc(F)cc2)c(-c2ccc(S(C)(=O)=O)cc2)cc1COC. Reaction SMILES: [CH2:3]([CH2:4][CH2:5][CH3:6])[O:7][c:8]1[n:9][c:10](-[c:26]2[cH:27][cH:28][c:29]([F:32])[cH:30][cH:31]2)[c:11](-[c:16]2[cH:17][cH:18][c:19]([S:22](=[O:23])(=[O:24])[CH3:25])[cH:20][cH:21]2)[cH:12][c:13]1[CH2:14][OH:15].[CH3:33][I:34].[CH3:36][N:37]([CH3:38])[CH:39]=[O:40].[H-:1].[Na+:2].[OH2:35]>>[CH2:3]([CH2:4][CH2:5][CH3:6])[O:7][c:8]1[n:9][c:10](-[c:26]2[cH:27][cH:28][c:29]([F:32])[cH:30][cH:31]2)[c:11](-[c:16]2[cH:17][cH:18][c:19]([S:22](=[O:23])(=[O:24])[CH3:25])[cH:20][cH:21]2)[cH:12][c:13]1[CH2:14][O:15][CH3:33]. Reactants: [Al+3], COC(=O)c1ccc(C=C2CC2)cc1, [H-], [H-], [H-], [H-], [Li+], C1CCOC1, O. Yields the product OCc1ccc(C=C2CC2)cc1. RXN SMILES: [Al+3:2].[C:7]1(=[CH:10][c:11]2[cH:12][cH:13][c:14]([C:15](=[O:16])[O:17][CH3:18])[cH:19][cH:20]2)[CH2:8][CH2:9]1.[H-:1].[H-:4].[H-:5].[H-:6].[Li+:3].[O:22]1[CH2:23][CH2:24][CH2:25][CH2:26]1.[OH2:21]>>[C:7]1(=[CH:10][c:11]2[cH:12][cH:13][c:14]([CH2:15][OH:16])[cH:19][cH:20]2)[CH2:8][CH2:9]1. The reactants are CC(=O)O[BH-](OC(C)=O)OC(C)=O, C=O, CC1CN(Cc2ccccc2)C(C)CN1, ClCCl, [Na+]. Yields the product CC1CN(Cc2ccccc2)C(C)CN1C. RXN SMILES: [C:18]([O:19][BH-:20]([O:21][C:22](=[O:23])[CH3:24])[O:25][C:26](=[O:27])[CH3:28])(=[O:29])[CH3:30].[CH2:16]=[O:17].[CH3:1][CH:2]1[N:3]([CH2:9][c:10]2[cH:11][cH:12][cH:13][cH:14][cH:15]2)[CH2:4][CH:5]([CH3:8])[NH:6][CH2:7]1.[Cl:32][CH2:33][Cl:34].[Na+:31]>>[CH3:1][CH:2]1[N:3]([CH2:9][c:10]2[cH:11][cH:12][cH:13][cH:14][cH:15]2)[CH2:4][CH:5]([CH3:8])[N:6]([CH3:18])[CH2:7]1.